This data is from the Open Reaction Database (ORD), a public repository of structured organic reaction records. The task is: describe an organic reaction: reactants, conditions, products, and yield Reactants: BrC1=CC=C(C=C1)C1=C(C(=NO1)C)C(CSC(C)(C)C)=O (1-[5-(4-Bromo-phenyl)-3-methyl-isoxazol-4-yl]-2-tert-butylsulfanyl-ethanone), B.CSC (Borane dimethylsulfide). The solvent is C1CCOC1 (THF). Reaction conditions: temperature 0 celsius, time 2 hour. Product: BrC1=CC=C(C=C1)C1=C(C(=NO1)C)C(CSC(C)(C)C)O (1-[5-(4-Bromo-phenyl)-3-methyl-isoxazol-4-yl]-2-tert-butylsulfanyl-ethanol). As a reaction SMILES: [Br:1][C:2]1[CH:7]=[CH:6][C:5]([C:8]2[O:12][N:11]=[C:10]([CH3:13])[C:9]=2[C:14](=[O:21])[CH2:15][S:16][C:17]([CH3:20])([CH3:19])[CH3:18])=[CH:4][CH:3]=1.B.CSC>C1COCC1>[Br:1][C:2]1[CH:3]=[CH:4][C:5]([C:8]2[O:12][N:11]=[C:10]([CH3:13])[C:9]=2[CH:14]([OH:21])[CH2:15][S:16][C:17]([CH3:19])([CH3:18])[CH3:20])=[CH:6][CH:7]=1 |f:1.2|. Procedure details: 1-[5-(4-Bromo-phenyl)-3-methyl-isoxazol-4-yl]-2-tert-butylsulfanyl-ethanone (1 eq.) was dissolved in THF and cooled to 0° C. Borane-dimethylsulfide (2 eq.) was added and the reaction was allowed to slowly warm to room temperature. After stirring for 2 hours the reaction mixture was concentrated then purified on silica gel to afford the title compound. The reactants are C1CCOC1, COC(=O)c1ccc(S(=O)(=O)NC(CC(=O)OC(C)(C)C)C(N)=O)c(O)c1, CCOC(=O)N=NC(=O)OCC, Oc1ccccc1, c1ccc(P(c2ccccc2)c2ccccc2)cc1, OCCc1cccc2ncccc12. Yields the product COC(=O)c1ccc(S(=O)(=O)NC(CC(=O)OC(C)(C)C)C(N)=O)c(OCCc2cccc3ncccc23)c1. RXN SMILES: [CH2:79]1[O:80][CH2:81][CH2:82][CH2:83]1.[CH3:1][O:2][C:3]([c:4]1[cH:5][c:6]([OH:26])[c:7]([S:10]([NH:11][CH:12]([CH2:13][C:14](=[O:15])[O:16][C:17]([CH3:18])([CH3:19])[CH3:20])[C:21]([NH2:22])=[O:23])(=[O:24])=[O:25])[cH:8][cH:9]1)=[O:27].[O:67]=[C:68]([O:69][CH2:70][CH3:71])[N:72]=[N:73][C:74]([O:75][CH2:76][CH3:77])=[O:78].[c:28]1([OH:29])[cH:30][cH:31][cH:32][cH:33][cH:34]1.[c:48]1([P:49]([c:50]2[cH:51][cH:52][cH:53][cH:54][cH:55]2)[c:56]2[cH:57][cH:58][cH:59][cH:60][cH:61]2)[cH:62][cH:63][cH:64][cH:65][cH:66]1.[n:35]1[cH:36][cH:37][cH:38][c:39]2[c:40]([CH2:45][CH2:46][OH:47])[cH:41][cH:42][cH:43][c:44]12>>[CH3:1][O:2][C:3]([c:4]1[cH:5][c:6]([O:26][CH2:46][CH2:45][c:40]2[c:39]3[cH:38][cH:37][cH:36][n:35][c:44]3[cH:43][cH:42][cH:41]2)[c:7]([S:10]([NH:11][CH:12]([CH2:13][C:14](=[O:15])[O:16][C:17]([CH3:18])([CH3:19])[CH3:20])[C:21]([NH2:22])=[O:23])(=[O:24])=[O:25])[cH:8][cH:9]1)=[O:27]. Starting materials: CC1(OC(C(C(O1)=O)C(CC(C)C)=O)=O)C (2,2-Dimethyl-5-(3-methyl-butyryl)-[1,3]dioxane-4,6-dione). Solvent: CCO (EtOH). Yields the product C(C)OC(CC(CC(C)C)=O)=O (5-Methyl-3-oxo-hexanoic acid ethyl ester). Reaction SMILES: [CH3:1][C:2]1(C)OC(=O)[CH:5]([C:9](=[O:14])[CH2:10][CH:11]([CH3:13])[CH3:12])[C:4](=[O:15])[O:3]1>CCO>[CH2:2]([O:3][C:4](=[O:15])[CH2:5][C:9](=[O:14])[CH2:10][CH:11]([CH3:12])[CH3:13])[CH3:1]. Procedure details: Compound 9 was dissolved in EtOH (150 mL) and refluxed overnight. The reaction mixture was evaporated to yield product (10.315 g), which was shown by NMR to be pure. 1H NMR (500 MHz, CDCl3): δ 0.93 (d, 6H), 1.28 (t, 3H), 2.16 (m, 1H), 2.42 (d, 2H), 3.41 (2, 2H), 4.20 (q, 2H). Starting materials: [Li] (lithium), N1=CN=CC2=CC(=CC=C12)NC1=C(C(=O)O)C=CC=C1 (2-(quinazolin-6-ylamino)-benzoic acid), CC1(CCNC2=CC(=CC=C12)N)C (4,4-dimethyl-1,2,3,4-tetrahydro-quinolin-7-ylamine), CN(C)C(=[N+](C)C)ON1C2=C(C=CC=C2)N=N1.[B-](F)(F)(F)F (TBTU), CCN(C(C)C)C(C)C (DIEA). The solvent is CN(C)C=O (DMF), O (Water). Yields the product CC1(CCNC2=CC(=CC=C12)NC(C1=C(C=CC=C1)NC=1C=C2C=NC=NC2=CC1)=O)C (N-(4,4-dimethyl-1,2,3,4-tetrahydro-quinolin-7-yl)-2-(quinazolin-6-ylamino)-benzamide). RXN SMILES: [Li].[N:2]1[C:11]2[C:6](=[CH:7][C:8]([NH:12][C:13]3[CH:21]=[CH:20][CH:19]=[CH:18][C:14]=3[C:15]([OH:17])=O)=[CH:9][CH:10]=2)[CH:5]=[N:4][CH:3]=1.[CH3:22][C:23]1([CH3:34])[C:32]2[C:27](=[CH:28][C:29]([NH2:33])=[CH:30][CH:31]=2)[NH:26][CH2:25][CH2:24]1.CN(C(ON1N=NC2C=CC=CC1=2)=[N+](C)C)C.[B-](F)(F)(F)F.CCN(C(C)C)C(C)C>CN(C=O)C.O>[CH3:22][C:23]1([CH3:34])[C:32]2[C:27](=[CH:28][C:29]([NH:33][C:15](=[O:17])[C:14]3[CH:18]=[CH:19][CH:20]=[CH:21][C:13]=3[NH:12][C:8]3[CH:7]=[C:6]4[C:11](=[CH:10][CH:9]=3)[N:2]=[CH:3][N:4]=[CH:5]4)=[CH:30][CH:31]=2)[NH:26][CH2:25][CH2:24]1 |f:3.4,^1:0|. Procedure details: A mixture of the lithium salt of 2-(quinazolin-6-ylamino)-benzoic acid (Step B, 533 mg, 0.72 mmol), 4,4-dimethyl-1,2,3,4-tetrahydro-quinolin-7-ylamine (127 mg, 0.72 mmol), TBTU (462 mg, 1.44 mmol) and DIEA (0.25 mL, 1.44 mmol) in 3 mL of DMF was submitted to microwave irradiation (80° C., 30 min). Water (5 mL) was added to the mixture, and the resultant precipitate was filtered and dried. The crude material was purified with flash chromatography (SiO2, 50% EtOAc/hexane) to afford a white solid. ...